Dataset: the Open Reaction Database (ORD), a public repository of structured organic reaction records. Task: describe an organic reaction: reactants, conditions, products, and yield Reactants: O (water), ClC1=CC=C2C(NC(=NC2=C1)C)=O (7-chloro-2-methyl-4(3H)-quinazolinone), O.[OH-].[Li+] (lithium hydroxide monohydrate), CC=1C=CC(=CC1)S(=O)(=O)C (methyl p-toluene sulfonate). Solvent: O1CCCC1 (tetrahydrofuran). Conditions: time 0.5 hour. The product is ClC1=CC=C2C(N(C(=NC2=C1)C)C)=O (7-Chloro-2,3-dimethyl-4(3H)-quinazolinone). Yield: 72.9%. Reaction SMILES: [Cl:1][C:2]1[CH:11]=[C:10]2[C:5]([C:6](=[O:13])[NH:7][C:8]([CH3:12])=[N:9]2)=[CH:4][CH:3]=1.O.[OH-].[Li+].[CH3:17]C1C=CC(S(C)(=O)=O)=CC=1.O>O1CCCC1>[Cl:1][C:2]1[CH:11]=[C:10]2[C:5]([C:6](=[O:13])[N:7]([CH3:17])[C:8]([CH3:12])=[N:9]2)=[CH:4][CH:3]=1 |f:1.2.3|. Procedure: A mixture of 0.96 g (5.0 mmol) of 7-chloro-2-methyl-4(3H)-quinazolinone and 0.20 g (4.8 mmol) of lithium hydroxide monohydrate in 25 ml of tetrahydrofuran is heated at reflux with stirring for 0.5 h. After cooling to room temperature, 0.89 g (4.8 mmol) of methyl p-toluene sulfonate is added and the reaction mixture heated at reflux for 4 hours. The reaction mixture is neutralized with con. HCl and the solvent removed in vacuo to give a residue. The residue is slurried with 50 ml of water, filter...